Dataset: the Open Reaction Database (ORD), a public repository of structured organic reaction records. Task: describe an organic reaction: reactants, conditions, products, and yield Reactants: CCSC1=NC(=O)C(=Cc2ccc3c(cnn3Cc3ccc(Cl)cc3C(F)(F)F)c2)S1, NC(=O)CN1CCNCC1. Yields the product NC(=O)CN1CCN(C2=NC(=O)C(=Cc3ccc4c(cnn4Cc4ccc(Cl)cc4C(F)(F)F)c3)S2)CC1. RXN SMILES: [Cl:1][c:2]1[cH:3][c:4]([C:28]([F:29])([F:30])[F:31])[c:5]([CH2:6][n:7]2[n:8][cH:9][c:10]3[cH:11][c:12]([CH:16]=[C:17]4[C:18](=[O:25])[N:19]=[C:20]([S:22][CH2:23][CH3:24])[S:21]4)[cH:13][cH:14][c:15]23)[cH:26][cH:27]1.[N:32]1([CH2:38][C:39](=[O:40])[NH2:41])[CH2:33][CH2:34][NH:35][CH2:36][CH2:37]1>>[Cl:1][c:2]1[cH:3][c:4]([C:28]([F:29])([F:30])[F:31])[c:5]([CH2:6][n:7]2[n:8][cH:9][c:10]3[cH:11][c:12]([CH:16]=[C:17]4[C:18](=[O:25])[N:19]=[C:20]([N:35]5[CH2:34][CH2:33][N:32]([CH2:38][C:39](=[O:40])[NH2:41])[CH2:37][CH2:36]5)[S:21]4)[cH:13][cH:14][c:15]23)[cH:26][cH:27]1. Starting materials: CCO, O=S(=O)(CC1CN(S(=O)(=O)c2ccc(Cl)nc2)CCN1c1ccc(C(O)(C(F)(F)F)C(F)(F)F)cc1)c1ccccc1, [NH4+], [OH-]. The product is Nc1ccc(S(=O)(=O)N2CCN(c3ccc(C(O)(C(F)(F)F)C(F)(F)F)cc3)C(CS(=O)(=O)c3ccccc3)C2)cn1. As a reaction SMILES: [CH3:45][CH2:46][OH:47].[Cl:1][c:2]1[cH:3][cH:4][c:5]([S:8](=[O:9])(=[O:10])[N:11]2[CH2:12][CH:13]([CH2:33][S:34](=[O:35])(=[O:36])[c:37]3[cH:38][cH:39][cH:40][cH:41][cH:42]3)[N:14]([c:17]3[cH:18][cH:19][c:20]([C:23]([C:24]([F:25])([F:26])[F:27])([C:28]([F:29])([F:30])[F:31])[OH:32])[cH:21][cH:22]3)[CH2:15][CH2:16]2)[cH:6][n:7]1.[NH4+:43].[OH-:44]>>[c:2]1([NH2:43])[cH:3][cH:4][c:5]([S:8](=[O:9])(=[O:10])[N:11]2[CH2:12][CH:13]([CH2:33][S:34](=[O:35])(=[O:36])[c:37]3[cH:38][cH:39][cH:40][cH:41][cH:42]3)[N:14]([c:17]3[cH:18][cH:19][c:20]([C:23]([C:24]([F:25])([F:26])[F:27])([C:28]([F:29])([F:30])[F:31])[OH:32])[cH:21][cH:22]3)[CH2:15][CH2:16]2)[cH:6][n:7]1. Starting materials: Fc1cccc(CNc2cccc(Br)n2)c1, COCCOC, CCOC(C)=O, CO, OB(O)c1cc(F)ncc1Cl. Yields the product Fc1cccc(CNc2cccc(-c3cc(F)ncc3Cl)n2)c1. Reaction SMILES: [Br:1][c:2]1[cH:3][cH:4][cH:5][c:6]([NH:8][CH2:9][c:10]2[cH:11][c:12]([F:16])[cH:13][cH:14][cH:15]2)[n:7]1.[CH3:28][O:29][CH2:30][CH2:31][O:32][CH3:33].[CH3:34][CH2:35][O:36][C:37]([CH3:38])=[O:39].[CH3:40][OH:41].[Cl:17][c:18]1[c:19]([B:25]([OH:26])[OH:27])[cH:20][c:21]([F:24])[n:22][cH:23]1>>[c:2]1(-[c:19]2[c:18]([Cl:17])[cH:23][n:22][c:21]([F:24])[cH:20]2)[cH:3][cH:4][cH:5][c:6]([NH:8][CH2:9][c:10]2[cH:11][c:12]([F:16])[cH:13][cH:14][cH:15]2)[n:7]1. Starting materials: ClC1=NC2=CC(=C(C=C2C(=C1C1=NN=NN1)C1=CC=CC=C1)Cl)F (2,6-Dichloro-7-fluoro-4-phenyl-3-(1H-tetrazol-5-yl)-quinoline), C(C)NCC (diethylamine). The product is ClC=1C=C2C(=C(C(=NC2=CC1F)N(CC)CC)C=1N=NNN1)C1=CC=CC=C1 (6-Chloro-N,N-diethyl-7-fluoro-4-phenyl-3-(2H-tetrazol-5-yl)quinolin-2-amine). Reaction SMILES: Cl[C:2]1[C:11]([C:12]2[NH:16][N:15]=[N:14][N:13]=2)=[C:10]([C:17]2[CH:22]=[CH:21][CH:20]=[CH:19][CH:18]=2)[C:9]2[C:4](=[CH:5][C:6]([F:24])=[C:7]([Cl:23])[CH:8]=2)[N:3]=1.[CH2:25]([NH:27][CH2:28][CH3:29])[CH3:26]>>[Cl:23][C:7]1[CH:8]=[C:9]2[C:4](=[CH:5][C:6]=1[F:24])[N:3]=[C:2]([N:27]([CH2:28][CH3:29])[CH2:25][CH3:26])[C:11]([C:12]1[N:13]=[N:14][NH:15][N:16]=1)=[C:10]2[C:17]1[CH:22]=[CH:21][CH:20]=[CH:19][CH:18]=1. Procedure details: The title compound was prepared in analogy to example 102 step C from 2,6-dichloro-7-fluoro-4-phenyl-3-(1H-tetrazol-5-yl)-quinoline (prepared as described in example 107 step B) and diethylamine. Light brown solid. MS (ESI): 397.4 (M+H)+. The product is COc1cccc2c1CCC21OC(=O)c2ccccc21. The reactants are COc1cccc2c1CCC2=O, NC(=O)c1ccccc1. RXN SMILES: [CH3:1][O:2][c:3]1[c:4]2[c:8]([cH:9][cH:10][cH:11]1)[C:7](=[O:12])[CH2:6][CH2:5]2.[NH2:13][C:14](=[O:15])[c:16]1[cH:17][cH:18][cH:19][cH:20][cH:21]1>>[CH3:1][O:2][c:3]1[c:4]2[c:8]([cH:9][cH:10][cH:11]1)[C:7]1([CH2:6][CH2:5]2)[O:12][C:14](=[O:15])[c:16]2[cH:17][cH:18][cH:19][cH:20][c:21]21.